This data is from the Open Reaction Database (ORD), a public repository of structured organic reaction records. The task is: describe an organic reaction: reactants, conditions, products, and yield The reactants are ClC1=C(C=C(S1)C(=O)OC)C1=CN=NN1C (methyl 5-chloro-4-(1-methyl-1H-1,2,3-triazol-5-yl)-2-thiophenecarboxylate), [Li+].[OH-] (LiOH). Solvent: C1CCOC1 (THF). Yields the product ClC1=C(C=C(S1)C(=O)O)C1=CN=NN1C (5-Chloro-4-(1-methyl-1H-1,2,3-triazol-5-yl)-2-thiophenecarboxylic acid). Yield: 98.0%. Reaction SMILES: [Cl:1][C:2]1[S:6][C:5]([C:7]([O:9]C)=[O:8])=[CH:4][C:3]=1[C:11]1[N:15]([CH3:16])[N:14]=[N:13][CH:12]=1.[Li+].[OH-]>C1COCC1>[Cl:1][C:2]1[S:6][C:5]([C:7]([OH:9])=[O:8])=[CH:4][C:3]=1[C:11]1[N:15]([CH3:16])[N:14]=[N:13][CH:12]=1 |f:1.2|. Procedure: A solution of methyl 5-chloro-4-(1-methyl-1H-1,2,3-triazol-5-yl)-2-thiophenecarboxylate (400 mg, 1.55 mmol) and 1N LiOH (2.0 ml, 2.0 mmol) in THF (6 ml) was stirred at rt overnight. After removal of THF, the residue was diluted with 10 ml of H2O and washed with DCM (10 ml×2). The aqueous layer was acidified to pH 3 with 1N HCl and then extracted with EtOAc (30 ml×4). The organic layers were combined and concentrated to give 370 mg of the title compound as a white solid. LCMS (ES) m/z 244.0 (M+H)...